From a dataset of the Open Reaction Database (ORD), a public repository of structured organic reaction records. describe an organic reaction: reactants, conditions, products, and yield Starting materials: [Mn](=O)(=O)(=O)[O-].[K+] (potassium permanganate), aqueous solution, S(=O)(=O)([O-])[O-].[Mg+2] (magnesium sulfate), C(C)(=O)NC1=C2CCCCC2=C(C(=C1)F)F (5-Acetylamino-7,8-difluoro-1,2,3,4-tetrahydronaphthalene). The solvent is CC(=O)C (acetone). Conditions: time 1 hour. The product is C(C)(=O)NC=1C=C(C(=C2CCCC(C12)=O)F)F (8-Acetylamino-5,6-difluoro-1-tetralone). As a reaction SMILES: [C:1]([NH:4][C:5]1[CH:14]=[C:13]([F:15])[C:12]([F:16])=[C:11]2[C:6]=1[CH2:7][CH2:8][CH2:9][CH2:10]2)(=[O:3])[CH3:2].S([O-])([O-])(=O)=[O:18].[Mg+2].[Mn]([O-])(=O)(=O)=O.[K+]>CC(C)=O>[C:1]([NH:4][C:5]1[CH:14]=[C:13]([F:15])[C:12]([F:16])=[C:11]2[C:6]=1[C:7](=[O:18])[CH2:8][CH2:9][CH2:10]2)(=[O:3])[CH3:2] |f:1.2,3.4|. Reported procedure: To a solution of the compound obtained in (6) above (810 mg) in 30 ml of acetone was added 3 ml of 15% aqueous solution of magnesium sulfate. 1.17 gm of potassium permanganate was slowly added to the mixture while stirring. After 1 hour, the reaction product was extracted with chloroform, the extract was washed with water and saturated brine, and dried over anhydrous sodium sulfate. The solvent was evaporated to obtain 806 mg of the title compound. Reactants: COC=1C=C(CC2NCCC3=CC(=C(C=C23)OC(C)C)OC)C=CC1OC (1-(3,4-Dimethoxy-benzyl)-6-methoxy-7-isopropoxy-1,2,3,4-tetrahydroisoquinoline), BrCC(=O)Br (2-bromoacetyl bromide), NC1CCC2=CC=C(C=C12)OC (1-amino-6-methoxy-indane). Product: COC=1C=C(CC2N(CCC3=CC(=C(C=C23)OC(C)C)OC)CC(=O)NC2CCC3=CC=C(C=C23)OC)C=CC1OC (2-[1-(3,4-Dimethoxy-benzyl)-6-methoxy-7-isopropoxy-3,4-dihydro-1H-isoquinolin-2-yl]-N-(6-methoxy-indan-1-yl)-acetamide). As a reaction SMILES: [CH3:1][O:2][C:3]1[CH:4]=[C:5]([CH:23]=[CH:24][C:25]=1[O:26][CH3:27])[CH2:6][CH:7]1[C:16]2[C:11](=[CH:12][C:13]([O:21][CH3:22])=[C:14]([O:17][CH:18]([CH3:20])[CH3:19])[CH:15]=2)[CH2:10][CH2:9][NH:8]1.Br[CH2:29][C:30](Br)=[O:31].[NH2:33][CH:34]1[C:42]2[C:37](=[CH:38][CH:39]=[C:40]([O:43][CH3:44])[CH:41]=2)[CH2:36][CH2:35]1>>[CH3:1][O:2][C:3]1[CH:4]=[C:5]([CH:23]=[CH:24][C:25]=1[O:26][CH3:27])[CH2:6][CH:7]1[C:16]2[C:11](=[CH:12][C:13]([O:21][CH3:22])=[C:14]([O:17][CH:18]([CH3:20])[CH3:19])[CH:15]=2)[CH2:10][CH2:9][N:8]1[CH2:29][C:30]([NH:33][CH:34]1[C:42]2[C:37](=[CH:38][CH:39]=[C:40]([O:43][CH3:44])[CH:41]=2)[CH2:36][CH2:35]1)=[O:31]. Procedure details: prepared by reaction of 1-(3,4-Dimethoxy-benzyl)-6-methoxy-7-isopropoxy-1,2,3,4-tetrahydroisoquinoline and 2-bromoacetyl bromide with 1-amino-6-methoxy-indane Reactants: COC1=C(C=O)C=CC=C1OC1=C(C=CC=C1)C (2-Methoxy-3-(o-tolyloxy)benzaldehyde), C(CC(=O)O)(=O)O (malonic acid), N1CCCCC1 (piperidine). Run in N1=CC=CC=C1 (pyridine). Product: COC1=C(C=CC=C1OC1=C(C=CC=C1)C)C=CC(=O)O (3-[2-methoxy-3-(o-tolyloxy)phenyl]acrylic acid). Yield: 53.3%. RXN SMILES: [CH3:1][O:2][C:3]1[C:10]([O:11][C:12]2[CH:17]=[CH:16][CH:15]=[CH:14][C:13]=2[CH3:18])=[CH:9][CH:8]=[CH:7][C:4]=1[CH:5]=O.C(O)(=O)[CH2:20][C:21]([OH:23])=[O:22].N1CCCCC1>N1C=CC=CC=1>[CH3:1][O:2][C:3]1[C:10]([O:11][C:12]2[CH:17]=[CH:16][CH:15]=[CH:14][C:13]=2[CH3:18])=[CH:9][CH:8]=[CH:7][C:4]=1[CH:5]=[CH:20][C:21]([OH:23])=[O:22]. Procedure details: 2-Methoxy-3-(o-tolyloxy)benzaldehyde (28 g), malonic acid (24 g), pyridine (200 ml) and piperidine (2 ml) were treated in a similar manner to that of Example 4-(4), and the resultant crude product was crystallized with a mixture of benzene and n-hexane to give 3-[2-methoxy-3-(o-tolyloxy)phenyl]acrylic acid (17.5 g). mp 143°-146° C.